From a dataset of the Open Reaction Database (ORD), a public repository of structured organic reaction records. describe an organic reaction: reactants, conditions, products, and yield Reactants: ClC1=C(C=CC(=C1)F)[C@@H]1N=C(NC(=C1C(=O)[O-])CBr)C=1SC=CN1 ((4R)-4-(2-chloro-4-fluoro-phenyl)-6-(bromomethyl)-2-thiazol-2-yl-1,4-dihydropyrimidine-5-carboxylate), ClC1=C(C=CC(=C1)F)[C@@H]1N=C(NC(=C1C(=O)[O-])CBr)C=1SC=CN1 ((4R)-4-(2-chloro-4-fluoro-phenyl)-6-(bromomethyl)-2-thiazol-2-yl-1,4-dihydropyrimidine-5-carboxylate), C12CN(CC(CC1)N2)C(=O)OC(C)(C)C (tert-butyl 3,8-diazabicyclo[3.2.1]octane-3-carboxylate), C([O-])([O-])=O.[K+].[K+] (potassium carbonate), ice water. The solvent is CN(C=O)C (dimethylformamide). Reaction conditions: time 8 hour. The product is ClC1=C(C=CC(=C1)F)[C@@H]1N=C(NC(=C1C(=O)OC)CN1C2CN(CC1CC2)C(=O)OC(C)(C)C)C=2SC=CN2 (tert-butyl 8-[[(4R)-4-(2-chloro-4-fluoro-phenyl)-5-methoxycarbonyl-2-thiazol-2-yl-1,4-dihydropyrimidin-6-yl]methyl]-3,8-diazabicyclo[3.2.1]octane-3-carboxylate). Isolated yield 106.8%. As a reaction SMILES: [Cl:1][C:2]1[CH:7]=[C:6]([F:8])[CH:5]=[CH:4][C:3]=1[C@H:9]1[C:14]([C:15]([O-:17])=[O:16])=[C:13]([CH2:18]Br)[NH:12][C:11]([C:20]2[S:21][CH:22]=[CH:23][N:24]=2)=[N:10]1.[CH:25]12[NH:32][CH:29]([CH2:30][CH2:31]1)[CH2:28][N:27]([C:33]([O:35][C:36]([CH3:39])([CH3:38])[CH3:37])=[O:34])[CH2:26]2.[C:40](=O)([O-])[O-].[K+].[K+]>CN(C)C=O>[Cl:1][C:2]1[CH:7]=[C:6]([F:8])[CH:5]=[CH:4][C:3]=1[C@H:9]1[C:14]([C:15]([O:17][CH3:40])=[O:16])=[C:13]([CH2:18][N:32]2[CH:29]3[CH2:30][CH2:31][CH:25]2[CH2:26][N:27]([C:33]([O:35][C:36]([CH3:39])([CH3:38])[CH3:37])=[O:34])[CH2:28]3)[NH:12][C:11]([C:20]2[S:21][CH:22]=[CH:23][N:24]=2)=[N:10]1 |f:2.3.4|. Procedure details: To a solution of methyl (4R)-6-(bromomethyl)-4-(2-chloro-4-fluoro-phenyl)-2-thiazol-2-yl-1,4-dihydropyrimidine-5-carboxylate (compound C, 80 mg, 0.13 mmol) in dimethylformamide (3.0 mL) was added compound tert-butyl 3,8-diazabicyclo[3.2.1]octane-3-carboxylate (28 mg, 0.13 mmol) and potassium carbonate (40 mg, 0.29 mmol). The reaction mixture was stirred at room temperature overnight. The reaction mixture was poured into ice-water, extracted with EA (20 mL) three times. The combined organic phase... Reactants: O=C([O-])[O-], Cc1cc(C)c(C)c(O)c1, Cl, O=N[O-], [Na+], [Na+], [Na+], [Na+], [Na+], [Na+], [OH-], O, O=S([O-])S(=O)[O-], Nc1ccc(S(=O)(=O)O)cc1. The product is Cc1cc(O)c(C)c(C)c1N. As a reaction SMILES: [C:1](=[O:2])([O-:3])[O-:4].[CH3:25][c:26]1[cH:27][c:28]([CH3:29])[c:30]([CH3:31])[c:32]([OH:33])[cH:34]1.[ClH:22].[N:18]([O-:19])=[O:20].[Na+:21].[Na+:24].[Na+:41].[Na+:42].[Na+:5].[Na+:6].[OH-:23].[OH2:43].[S:35]([S:36]([O-:37])=[O:38])([O-:39])=[O:40].[S:7]([OH:8])(=[O:9])([c:10]1[cH:11][cH:12][c:13]([NH2:15])[cH:14][cH:16]1)=[O:17]>>[NH2:15][c:27]1[c:26]([CH3:25])[cH:34][c:32]([OH:33])[c:30]([CH3:31])[c:28]1[CH3:29]. Reactants: COC(=O)CBr, CC(C)(C)OC(=O)N1CCC(c2ccc(S(=O)(=O)c3cccc(F)c3)cc2O)C1, O=C([O-])[O-], CC(C)=O, [K+], [K+]. The product is COC(=O)COc1cc(S(=O)(=O)c2cccc(F)c2)ccc1C1CCN(C(=O)OC(C)(C)C)C1. As a reaction SMILES: [Br:1][CH2:2][C:3](=[O:4])[O:5][CH3:6].[C:13]([CH3:14])([CH3:15])([CH3:16])[O:17][C:18](=[O:19])[N:20]1[CH2:21][CH:22]([c:25]2[c:26]([OH:41])[cH:27][c:28]([S:31](=[O:32])(=[O:33])[c:34]3[cH:35][c:36]([F:40])[cH:37][cH:38][cH:39]3)[cH:29][cH:30]2)[CH2:23][CH2:24]1.[C:7](=[O:8])([O-:9])[O-:10].[CH3:42][C:43](=[O:44])[CH3:45].[K+:11].[K+:12]>>[CH2:2]([C:3](=[O:4])[O:5][CH3:6])[O:41][c:26]1[c:25]([CH:22]2[CH2:21][N:20]([C:18]([O:17][C:13]([CH3:14])([CH3:15])[CH3:16])=[O:19])[CH2:24][CH2:23]2)[cH:30][cH:29][c:28]([S:31](=[O:32])(=[O:33])[c:34]2[cH:35][c:36]([F:40])[cH:37][cH:38][cH:39]2)[cH:27]1. Reactants: CC(CN(C(=O)OCC)CC(OC)OC)=C (N-(2-methylprop-2-enyl)-N-(2,2-dimethoxyethyl)-urethane), pyridinium p-toluenesulphate. The solvent is CC(=O)C (acetone), O (water). Product: CC(CN(C(=O)OCC)CC=O)=C (N-(2-Methylprop-2-enyl)-N-(2-oxoethyl)-urethane). Reaction SMILES: [CH3:1][C:2](=[CH2:16])[CH2:3][N:4]([CH2:10][CH:11](OC)[O:12]C)[C:5]([O:7][CH2:8][CH3:9])=[O:6]>CC(C)=O.O>[CH3:16][C:2](=[CH2:1])[CH2:3][N:4]([CH2:10][CH:11]=[O:12])[C:5]([O:7][CH2:8][CH3:9])=[O:6]. Procedure details: 11.5 g (50 mmol) of N-(2-methylprop-2-enyl)-N-(2,2-dimethoxyethyl)-urethane and 1.25 g (5 mmol) of pyridinium p-toluenesulphate in 100 ml of acetone and 10 ml of water are heated under reflux for two days. The mixture is concentrated and the residue is distilled. Reaction conditions: temperature 110 celsius, time 4 hour. Yield: 41.1%. The reagents and catalysts are C=1C=CC(=CC1)[P](C=2C=CC=CC2)(C=3C=CC=CC3)[Pd]([P](C=4C=CC=CC4)(C=5C=CC=CC5)C=6C=CC=CC6)([P](C=7C=CC=CC7)(C=8C=CC=CC8)C=9C=CC=CC9)[P](C=1C=CC=CC1)(C=1C=CC=CC1)C=1C=CC=CC1 (Pd(Ph3P)4), C=1C=CC(=CC1)[P](C=2C=CC=CC2)(C=3C=CC=CC3)[Pd]([P](C=4C=CC=CC4)(C=5C=CC=CC5)C=6C=CC=CC6)([P](C=7C=CC=CC7)(C=8C=CC=CC8)C=9C=CC=CC9)[P](C=1C=CC=CC1)(C=1C=CC=CC1)C=1C=CC=CC1 (Pd(Ph3P)4). As a reaction SMILES: Br[C:2]1[CH:3]=[CH:4][C:5]([NH:10][C:11]2[CH:16]=[CH:15][C:14]([C:17]([N:19]3[CH2:24][CH2:23][O:22][CH2:21][CH2:20]3)=[O:18])=[CH:13][CH:12]=2)=[C:6]([CH:9]=1)[C:7]#[N:8].[CH2:25](B1OC(C)(C)C(C)(C)O1)[C:26]1[CH:31]=[CH:30][CH:29]=[CH:28][CH:27]=1.C([O-])([O-])=O.[Na+].[Na+]>C1C=CC([P]([Pd]([P](C2C=CC=CC=2)(C2C=CC=CC=2)C2C=CC=CC=2)([P](C2C=CC=CC=2)(C2C=CC=CC=2)C2C=CC=CC=2)[P](C2C=CC=CC=2)(C2C=CC=CC=2)C2C=CC=CC=2)(C2C=CC=CC=2)C2C=CC=CC=2)=CC=1.CO.C1(C)C=CC=CC=1>[CH2:25]([C:2]1[CH:3]=[CH:4][C:5]([NH:10][C:11]2[CH:16]=[CH:15][C:14]([C:17]([N:19]3[CH2:24][CH2:23][O:22][CH2:21][CH2:20]3)=[O:18])=[CH:13][CH:12]=2)=[C:6]([CH:9]=1)[C:7]#[N:8])[C:26]1[CH:31]=[CH:30][CH:29]=[CH:28][CH:27]=1 |f:2.3.4,^1:50,52,71,90|. The product is C(C1=CC=CC=C1)C=1C=CC(=C(C#N)C1)NC1=CC=C(C=C1)C(=O)N1CCOCC1 (5-benzyl-2-(4-(morpholine-4-carbonyl)phenylamino)benzonitrile). Run in CO (MeOH), C1(=CC=CC=C1)C (Toluene), CO (MeOH), C1(=CC=CC=C1)C (Toluene). The reactants are solution, C(=O)([O-])[O-].[Na+].[Na+] (Na2CO3), C(C1=CC=CC=C1)B1OC(C(O1)(C)C)(C)C (2-benzyl-4,4,5,5-tetramethyl-1,3,2-dioxaborolane), solution, C(=O)([O-])[O-].[Na+].[Na+] (Na2CO3), BrC=1C=CC(=C(C#N)C1)NC1=CC=C(C=C1)C(=O)N1CCOCC1 (5-bromo-2-(4-(morpholine-4-carbonyl)phenylamino)benzonitrile), C(C1=CC=CC=C1)B1OC(C(O1)(C)C)(C)C (2-benzyl-4,4,5,5-tetramethyl-1,3,2-dioxaborolane). Reported procedure: A 5 ml microwave vial was loaded with 5-bromo-2-(4-(morpholine-4-carbonyl)phenylamino)benzonitrile (125 mg, 0.259 mmol, Example 160A), 2-benzyl-4,4,5,5-tetramethyl-1,3,2-dioxaborolane (79 mg, 0.362 mmol) and Pd(Ph3P)4 (15 mg, 0.013 mmol). Toluene (1 mL), MeOH (0.500 mL) and a 2 molar solution of Na2CO3 (0.324 mL, 0.647 mmol) were added, the flask flushed with nitrogen, sealed and heat to 110° C. for 4 hours. LCMS after 4 hours showed product and starting material (1:2.5 ratio) (product m/e−=396,... RXN SMILES: [Cl:1][c:2]1[c:3]([CH2:9][CH2:10][O:11][c:12]2[cH:13][c:14]([C:15](=[O:16])[OH:17])[cH:18][cH:19][c:20]2[CH3:21])[cH:4][cH:5][c:6]([Cl:8])[cH:7]1.[O:35]=[CH:36][N:37]([CH3:38])[CH3:39].[n:22]1[cH:23][cH:24][c:25]([CH2:28][N:29]2[CH2:30][CH2:31][NH:32][CH2:33][CH2:34]2)[cH:26][cH:27]1>>[Cl:1][c:2]1[c:3]([CH2:9][CH2:10][O:11][c:12]2[cH:13][c:14]([C:15](=[O:17])[N:32]3[CH2:31][CH2:30][N:29]([CH2:28][c:25]4[cH:24][cH:23][n:22][cH:27][cH:26]4)[CH2:34][CH2:33]3)[cH:18][cH:19][c:20]2[CH3:21])[cH:4][cH:5][c:6]([Cl:8])[cH:7]1. Reactants: Cc1ccc(C(=O)O)cc1OCCc1ccc(Cl)cc1Cl, CN(C)C=O, c1cc(CN2CCNCC2)ccn1. The product is Cc1ccc(C(=O)N2CCN(Cc3ccncc3)CC2)cc1OCCc1ccc(Cl)cc1Cl. Reactants: B, Cc1sc2cc(C(=O)O)ccc2c1Br, C1CCOC1. Product: Cc1sc2cc(CO)ccc2c1Br. As a reaction SMILES: [BH3:20].[Br:1][c:2]1[c:3]2[c:4]([s:5][c:6]1[CH3:7])[cH:8][c:9]([C:12](=[O:13])[OH:14])[cH:10][cH:11]2.[O:15]1[CH2:16][CH2:17][CH2:18][CH2:19]1>>[Br:1][c:2]1[c:3]2[c:4]([s:5][c:6]1[CH3:7])[cH:8][c:9]([CH2:12][OH:13])[cH:10][cH:11]2.